Dataset: the Open Reaction Database (ORD), a public repository of structured organic reaction records. Task: describe an organic reaction: reactants, conditions, products, and yield Starting materials: C(C)C1=CC=C(C=C1)O (p-ethylphenol), C1C(CC)O1 (1,2-butylene oxide), aqueous solution, [OH-].[Na+] (sodium hydroxide). The product is C(C)C1=CC=C(OCC(CC)O)C=C1 (1-(p-ethylphenoxy)-butan-2-ol). Yield: 76.2%. Reaction SMILES: [CH2:1]([C:3]1[CH:8]=[CH:7][C:6]([OH:9])=[CH:5][CH:4]=1)[CH3:2].[CH2:10]1[O:14][CH:11]1[CH2:12][CH3:13].[OH-].[Na+]>>[CH2:1]([C:3]1[CH:8]=[CH:7][C:6]([O:9][CH2:10][CH:11]([OH:14])[CH2:12][CH3:13])=[CH:5][CH:4]=1)[CH3:2] |f:2.3|. Procedure details: In a closed vessel 12.2g (0.1 mol) of p-ethylphenol, 7.2 g (0.1 mol) of 1,2-butylene oxide and 0.8 ml of a 50% aqueous solution of sodium hydroxide were heated at 140° to 145° C for 4 hours in the same way as in Example 1. The reaction mixture obtained was treated in the same way as in Example 1 to afford 14.8 g of 1-(p-ethylphenoxy)-butan-2-ol (compound No. 52) in a yield of 76.3%. Reactants: NC1=C(C#N)C=CC=C1 (2-Aminobenzonitrile), P(O)(O)(O)=O (phosphoric acid), [N+](=O)(O)[O-] (nitric acid), N(=O)[O-].[Na+] (sodium nitrite), C(C)(=O)[O-].[K+] (potassium acetate), C(C)(=O)CC(C)=O (acetylacetone). The solvent is O (water), C(C)O (ethanol), O (water). Conditions: temperature 0 celsius, time 30 minute. Product: C(C)(=O)C(C(C)=O)=NNC1=C(C#N)C=CC=C1 (2-[2-(1-Acetyl-2-oxopropylidene)hydrazino]benzonitrile). Isolated yield 41.2%. As a reaction SMILES: [NH2:1][C:2]1[CH:9]=[CH:8][CH:7]=[CH:6][C:3]=1[C:4]#[N:5].P(=O)(O)(O)O.[N+]([O-])(O)=O.[N:19]([O-])=O.[Na+].C([O-])(=O)C.[K+].[C:28]([CH2:31][C:32](=[O:34])[CH3:33])(=[O:30])[CH3:29]>O.C(O)C>[C:28]([C:31](=[N:19][NH:1][C:2]1[CH:9]=[CH:8][CH:7]=[CH:6][C:3]=1[C:4]#[N:5])[C:32](=[O:34])[CH3:33])(=[O:30])[CH3:29] |f:3.4,5.6|. Reported procedure: 2-Aminobenzonitrile (5.00 g, 42.37 mmol) was added to a solution of 30 mL of phosphoric acid (85%) and 20 mL of nitric acid (65%) at −6° C., followed by sodium nitrite (3.50 g, 50.78 mmol) in 10 mL of water dropwise at 0° C., and the mixture was stirred at 0° C. for 30 min. Then, to the reaction mixture was added dropwise a solution of potassium acetate (12.45 g, 127.11 mmol) and acetylacetone (5.51 g, 55.08 mmol) in 80 mL of ethanol and 48 mL of water. The mixture was stirred at room temperatur... The reactants are BrC1=CC=CC(=N1)CC(=O)NNC(=O)C1CC1 (N′-[2-(6-Bromopyridin-2-yl)acetyl]cyclopropanecarbohydrazide), CC[N+](CC)(CC)S(=O)(=O)N=C([O-])OC (Burgess reagent). Run in C1CCOC1 (THF). Run at temperature 100 celsius. The product is BrC1=NC(=CC=C1)CC=1OC(=NN1)C1CC1 (2-Bromo-6-[(5-cyclopropyl-1,3,4-oxadiazol-2-yl)methyl]pyridine). RXN SMILES: [Br:1][C:2]1[N:7]=[C:6]([CH2:8][C:9]([NH:11][NH:12][C:13]([CH:15]2[CH2:17][CH2:16]2)=[O:14])=O)[CH:5]=[CH:4][CH:3]=1.CC[N+](S(N=C(OC)[O-])(=O)=O)(CC)CC>C1COCC1>[Br:1][C:2]1[CH:3]=[CH:4][CH:5]=[C:6]([CH2:8][C:9]2[O:14][C:13]([CH:15]3[CH2:17][CH2:16]3)=[N:12][N:11]=2)[N:7]=1. Procedure: N′-[2-(6-Bromopyridin-2-yl)acetyl]cyclopropanecarbohydrazide (200 mg, 0.67 mmol) and Burgess reagent (320 mg, 1.34 mmol) were combined in THF (4.0 mL) and heated at 100° C. for 25 min in a microwave. The reaction mixture was concentrated and directly purified by flash chromatography (10-100% EtOAc/hexanes) to afford the title compound as a colorless solid. Reactants: NC1=C(C=C2C(NC(C2=C1)=O)=O)OC1=C(C=C(C=C1)CC(=O)OC)Cl (Methyl 2-(4-(6-amino-1,3-dioxoisoindolin-5-yloxy)-3-chlorophenyl)acetate), ClC1=CC=C(C=C1)S(=O)(=O)Cl (4-chlorobenzenesulfonyl chloride), N1=C(C=CC=C1C)C (2,6-lutidine). Run in ClCCl (dichloromethane). The product is ClC=1C=C(C=CC1OC=1C=C2C(NC(C2=CC1NS(=O)(=O)C1=CC=C(C=C1)Cl)=O)=O)CC(=O)OC (methyl 2-(3-chloro-4-(6-(4-chlorophenylsulfonamido)-1,3-dioxoisoindolin-5-yloxy)phenyl)acetate). RXN SMILES: [NH2:1][C:2]1[CH:10]=[C:9]2[C:5]([C:6](=[O:12])[NH:7][C:8]2=[O:11])=[CH:4][C:3]=1[O:13][C:14]1[CH:19]=[CH:18][C:17]([CH2:20][C:21]([O:23][CH3:24])=[O:22])=[CH:16][C:15]=1[Cl:25].[Cl:26][C:27]1[CH:32]=[CH:31][C:30]([S:33](Cl)(=[O:35])=[O:34])=[CH:29][CH:28]=1.N1C(C)=CC=CC=1C>ClCCl>[Cl:25][C:15]1[CH:16]=[C:17]([CH2:20][C:21]([O:23][CH3:24])=[O:22])[CH:18]=[CH:19][C:14]=1[O:13][C:3]1[CH:4]=[C:5]2[C:9](=[CH:10][C:2]=1[NH:1][S:33]([C:30]1[CH:31]=[CH:32][C:27]([Cl:26])=[CH:28][CH:29]=1)(=[O:35])=[O:34])[C:8](=[O:11])[NH:7][C:6]2=[O:12]. Procedure details: Compound 30.2 (25 mg, 0.07 mmol) and 4-chlorobenzenesulfonyl chloride (30 mg, 0.14 mmol) were stirred in dichloromethane (0.5 mL) with 2,6-lutidine (0.25 mL, 0.21 mmol) at 25° C. for 14 h. The reaction mixture was loaded directly on a silica gel column and purified using 20% EtOAc/hexane as the eluent to give methyl 2-(3-chloro-4-(6-(4-chlorophenylsulfonamido)-1,3-dioxoisoindolin-5-yloxy)phenyl)acetate, and a compound with LC-MS matching a bis-sulfonamide. Both acetates were hydrolyzed in MeOH/T...